From a dataset of the Open Reaction Database (ORD), a public repository of structured organic reaction records. describe an organic reaction: reactants, conditions, products, and yield Reactants: ClC1C(CCCC1)O (2-chlorocyclohexanol), O (water), FC(C1=NN(C(=C1)C(F)F)CC(=O)N1CCC(CC1)C=1SC=C(N1)C1=NOC(C1)C(=O)O)F (3-[2-(1-{[3,5-bis(difluoromethyl)-1H-pyrazol-1-yl]acetyl}piperidin-4-yl)-1,3-thiazol-4-yl]-4,5-dihydro-1,2-oxazole-5-carboxylic acid), Cl.C(C)N=C=NCCCN(C)C (1-ethyl-3-(3′-dimethylaminopropyl)carbodiimide hydrochloride). The reagents and catalysts are CN(C1=CC=NC=C1)C (4-dimethylaminopyridine). Solvent: ClCCl (dichloromethane). Run at time 8 hour. The product is FC(C1=NN(C(=C1)C(F)F)CC(=O)N1CCC(CC1)C=1SC=C(N1)C1=NOC(C1)C(=O)OC1C(CCCC1)Cl)F (2-Chlorocyclohexyl 3-[2-(1-{[3,5-bis(difluoromethyl)-1H-pyrazol-1-yl]acetyl}piperidin-4-yl)-1,3-thiazol-4-yl]-4,5-dihydro-1,2-oxazole-5-carboxylate). As a reaction SMILES: [F:1][CH:2]([F:33])[C:3]1[CH:7]=[C:6]([CH:8]([F:10])[F:9])[N:5]([CH2:11][C:12]([N:14]2[CH2:19][CH2:18][CH:17]([C:20]3[S:21][CH:22]=[C:23]([C:25]4[CH2:29][CH:28]([C:30]([OH:32])=[O:31])[O:27][N:26]=4)[N:24]=3)[CH2:16][CH2:15]2)=[O:13])[N:4]=1.[Cl:34][CH:35]1[CH2:40][CH2:39][CH2:38][CH2:37][CH:36]1O.Cl.C(N=C=NCCCN(C)C)C.O>ClCCl.CN(C)C1C=CN=CC=1>[F:33][CH:2]([F:1])[C:3]1[CH:7]=[C:6]([CH:8]([F:10])[F:9])[N:5]([CH2:11][C:12]([N:14]2[CH2:19][CH2:18][CH:17]([C:20]3[S:21][CH:22]=[C:23]([C:25]4[CH2:29][CH:28]([C:30]([O:32][CH:36]5[CH2:37][CH2:38][CH2:39][CH2:40][CH:35]5[Cl:34])=[O:31])[O:27][N:26]=4)[N:24]=3)[CH2:16][CH2:15]2)=[O:13])[N:4]=1 |f:2.3|. Procedure details: To a solution of 3-[2-(1-{[3,5-bis(difluoromethyl)-1H-pyrazol-1-yl]acetyl}piperidin-4-yl)-1,3-thiazol-4-yl]-4,5-dihydro-1,2-oxazole-5-carboxylic acid (E, 160 mg) in dichloromethane (5 ml) are added, at room temperature, 2-chlorocyclohexanol (57 mg), 4-dimethylaminopyridine (4 mg) and 1-ethyl-3-(3′-dimethylaminopropyl)carbodiimide hydrochloride (94 mg). The mixture is stirred overnight, and water is then added. The aqueous phase is removed and extracted with ethyl acetate. The combined organic ph... Reactants: C1(=CC=C(C=C1)S(=O)(=O)[O-])C.[NH+]1=CC=CC=C1 (pyridinium para-toluenesulfonate), C([C@H](O)C)(=O)OC (methyl (R)-(-+)-lactate), C(=C)OCC (ethyl vinyl ether). Solvent: C(C)(=O)OCC (ethyl acetate). Conditions: time 6 hour. Product: C(C)OC(C)O[C@@H](C(=O)OC)C (Methyl (R)-(+)-2-(1-Ethoxyethoxy)propionate). Isolated yield 139.0%. RXN SMILES: C1(C)C=CC(S([O-])(=O)=O)=CC=1.[NH+]1C=CC=CC=1.[C:18]([O:23][CH3:24])(=[O:22])[C@@H:19]([CH3:21])[OH:20].[CH:25]([O:27][CH2:28][CH3:29])=[CH2:26]>C(OCC)(=O)C>[CH2:25]([O:27][CH:28]([O:20][C@H:19]([CH3:21])[C:18]([O:23][CH3:24])=[O:22])[CH3:29])[CH3:26] |f:0.1|. Procedure: A catalytic amount of pyridinium para-toluenesulfonate was added to 20.8 g (0.2 mole) of methyl (R)-(-+)-lactate (98.9% e.e) and 18.7 g (0.26 mole) of ethyl vinyl ether. The resulting mixture was stirred at room temperature for 6 hours. After the reaction, thereto was added 100 ml of ethyl acetate, followed by washing with 70 ml of a saturated aqueous sodium hydrogen carbonate solution, 70 ml of water and 70 ml of a saturated aqueous sodium chloride solution in this order. The washed material wa... Starting materials: COC1=CC=C(CN(C2=NC=C(C=N2)C=2C3=C(N=C(N2)N2CCOCC2)NCC3)CC3=CC=C(C=C3)OC)C=C1 (bis-(4-methoxy-benzyl)-[5-(2-morpholin-4-yl-6,7-dihydro-5H-pyrrolo[2,3-d]pyrimidin-4-yl)-pyrimidin-2-yl]-amine), BrC1=C(C=C(C=C1)C(=O)N1CCOCC1)Cl ((4-bromo-3-chloro-phenyl)-morpholin-4-yl-methanone). Product: COC1=CC=C(CN(C2=NC=C(C=N2)C=2C3=C(N=C(N2)N2CCOCC2)N(CC3)C3=C(C=C(C=C3)C(=O)N3CCOCC3)Cl)CC3=CC=C(C=C3)OC)C=C1 ([4-(4-{2-[bis-(4-methoxy-benzyl)-amino]-pyrimidin-5-yl}-2-morpholin-4-yl-5,6-dihydro-pyrrolo[2,3-d]pyrimidin-7-yl)-3-chloro-phenyl]-morpholin-4-yl-methanone). As a reaction SMILES: [CH3:1][O:2][C:3]1[CH:40]=[CH:39][C:6]([CH2:7][N:8]([CH2:30][C:31]2[CH:36]=[CH:35][C:34]([O:37][CH3:38])=[CH:33][CH:32]=2)[C:9]2[N:14]=[CH:13][C:12]([C:15]3[C:16]4[CH2:29][CH2:28][NH:27][C:17]=4[N:18]=[C:19]([N:21]4[CH2:26][CH2:25][O:24][CH2:23][CH2:22]4)[N:20]=3)=[CH:11][N:10]=2)=[CH:5][CH:4]=1.Br[C:42]1[CH:47]=[CH:46][C:45]([C:48]([N:50]2[CH2:55][CH2:54][O:53][CH2:52][CH2:51]2)=[O:49])=[CH:44][C:43]=1[Cl:56]>>[CH3:38][O:37][C:34]1[CH:33]=[CH:32][C:31]([CH2:30][N:8]([CH2:7][C:6]2[CH:5]=[CH:4][C:3]([O:2][CH3:1])=[CH:40][CH:39]=2)[C:9]2[N:10]=[CH:11][C:12]([C:15]3[C:16]4[CH2:29][CH2:28][N:27]([C:42]5[CH:47]=[CH:46][C:45]([C:48]([N:50]6[CH2:51][CH2:52][O:53][CH2:54][CH2:55]6)=[O:49])=[CH:44][C:43]=5[Cl:56])[C:17]=4[N:18]=[C:19]([N:21]4[CH2:26][CH2:25][O:24][CH2:23][CH2:22]4)[N:20]=3)=[CH:13][N:14]=2)=[CH:36][CH:35]=1. Procedure: Using bis-(4-methoxy-benzyl)-[5-(2-morpholin-4-yl-6,7-dihydro-5H-pyrrolo[2,3-d]pyrimidin-4-yl)-pyrimidin-2-yl]-amine (70 mg) and (4-bromo-3-chloro-phenyl)-morpholin-4-yl-methanone (59 mg) instead of 4-chloropicolinic acid t-butylamide, in the same manner as Example 1-D-07, a crude product of [4-(4-{2-[bis-(4-methoxy-benzyl)-amino]-pyrimidin-5-yl}-2-morpholin-4-yl-5,6-dihydro-pyrrolo[2,3-d]pyrimidin-7-yl)-3-chloro-phenyl]-morpholin-4-yl-methanone was obtained, and then the PMB groups were removed... Starting materials: CCOc1cc(C(C)(C)C)ncc1C1=NC(C)(c2ccc(Cl)cc2)C(C)(c2ccc(Cl)cc2)N1C(=O)Cl, Cl, O=C1CN(C2CCNCC2)CCN1. Product: CCOc1cc(C(C)(C)C)ncc1C1=NC(C)(c2ccc(Cl)cc2)C(C)(c2ccc(Cl)cc2)N1C(=O)N1CCC(N2CCNC(=O)C2)CC1. As a reaction SMILES: [C:1]([CH3:2])([CH3:3])([CH3:4])[c:5]1[cH:6][c:7]([O:35][CH2:36][CH3:37])[c:8]([C:11]2=[N:15][C:14]([CH3:16])([c:17]3[cH:18][cH:19][c:20]([Cl:23])[cH:21][cH:22]3)[C:13]([CH3:24])([c:25]3[cH:26][cH:27][c:28]([Cl:31])[cH:29][cH:30]3)[N:12]2[C:32](=[O:33])[Cl:34])[cH:9][n:10]1.[ClH:38].[O:39]=[C:40]1[CH2:41][N:42]([CH:46]2[CH2:47][CH2:48][NH:49][CH2:50][CH2:51]2)[CH2:43][CH2:44][NH:45]1>>[C:1]([CH3:2])([CH3:3])([CH3:4])[c:5]1[cH:6][c:7]([O:35][CH2:36][CH3:37])[c:8]([C:11]2=[N:15][C:14]([CH3:16])([c:17]3[cH:18][cH:19][c:20]([Cl:23])[cH:21][cH:22]3)[C:13]([CH3:24])([c:25]3[cH:26][cH:27][c:28]([Cl:31])[cH:29][cH:30]3)[N:12]2[C:32](=[O:33])[N:49]2[CH2:48][CH2:47][CH:46]([N:42]3[CH2:41][C:40](=[O:39])[NH:45][CH2:44][CH2:43]3)[CH2:51][CH2:50]2)[cH:9][n:10]1. The reactants are [N+](=O)([O-])C1=C(C=CC=C1F)NS(=O)(=O)C1=CC=CC=C1 (N-(2-nitro-3-fluorophenyl)-benzenesulfonamide), C(=O)(OC(C)(C)C)N1CCNCC1 (Boc-piperazine), C(=O)([O-])[O-].[K+].[K+] (K2CO3). Solvent: CN(C)C=O (DMF). Conditions: temperature 70 celsius, time 24 hour. The product is NC1=C(C=C(C=C1)N1CCN(CC1)C(=O)OC(C)(C)C)NS(=O)(=O)C1=CC=CC=C1 (N-(2-amino-5-(4-boc-1-piperazinyl)-phenyl)-benzenesulfonamide). Yield: 29.5%. As a reaction SMILES: [N+:1]([C:4]1[C:9](F)=[CH:8][CH:7]=[CH:6][C:5]=1[NH:11][S:12]([C:15]1[CH:20]=[CH:19][CH:18]=[CH:17][CH:16]=1)(=[O:14])=[O:13])([O-])=O.[C:21]([N:28]1[CH2:33][CH2:32][NH:31][CH2:30][CH2:29]1)([O:23][C:24]([CH3:27])([CH3:26])[CH3:25])=[O:22].C([O-])([O-])=O.[K+].[K+]>CN(C=O)C>[NH2:1][C:4]1[CH:9]=[CH:8][C:7]([N:31]2[CH2:30][CH2:29][N:28]([C:21]([O:23][C:24]([CH3:27])([CH3:26])[CH3:25])=[O:22])[CH2:33][CH2:32]2)=[CH:6][C:5]=1[NH:11][S:12]([C:15]1[CH:20]=[CH:19][CH:18]=[CH:17][CH:16]=1)(=[O:14])=[O:13] |f:2.3.4|. Reported procedure: A mixture of N-(2-nitro-3-fluorophenyl)-benzenesulfonamide (4.68 g, 15.7 mmol), Boc-piperazine (3.5 g, 18.9 mmol) and K2CO3 (3.8 g, 27.8 mmol) in DMF was stirred at 70° C. for 24 h. The mixture was filtered and purified by column chromatography (SiO2, CH2Cl2/MeOH/heptane/NH3 4:1:5:0.2%) to give 2.0 g of desired product. 1H-NMR δ 7.98 (d, 1H), 7.89-7.84 (m, 2H), 7.63-7.50 (m, 3H), 7.00 (d, 1H), 6.68 (dd, 1H), 3.59-3.45 (m, 8H), 1.49 (s, 9H); MS (posES-FIA) m/z=found: 485.0 (M++Na+). The product (... The reactants are FC1=C2C(=NC=NC2=CC(=C1)OC)O (5-fluoro-7-methoxyquinazolin-4-ol), S(=O)(Cl)Cl (thionyl chloride), CN(C=O)C (N,N-dimethylformamide). Run at temperature 80 celsius, time 6 hour. Yield: 94.9%. The product is ClC1=NC=NC2=CC(=CC(=C12)F)OC (4-Chloro-5-fluoro-7-methoxyquinazoline). Reaction SMILES: [F:1][C:2]1[CH:11]=[C:10]([O:12][CH3:13])[CH:9]=[C:8]2[C:3]=1[C:4](O)=[N:5][CH:6]=[N:7]2.S(Cl)([Cl:17])=O.CN(C)C=O>>[Cl:17][C:4]1[C:3]2[C:8](=[CH:9][C:10]([O:12][CH3:13])=[CH:11][C:2]=2[F:1])[N:7]=[CH:6][N:5]=1. Reported procedure: To a suspension of 5-fluoro-7-methoxyquinazolin-4-ol (0.125 g, 0.644 mmol) in thionyl chloride (1.410 mL, 19.31 mmol) was added N,N-dimethylformamide (0.028 mL, 0.361 mmol). The reaction was stirred at 80° C. for 6 hours and concentrated in vacuo. The residue was suspended in saturated aqueous sodium bicarbonate and extracted with dichloromethane. The organic layer was concentrated in vacuo to generate the title compound (0.13 g, 0.611 mmol) as a yellow solid. LC/MS (ESI+) m/z=213 (M+H). Starting materials: ( a ), P(=O)(Cl)(Cl)Cl (phosphorus oxychloride), P(Cl)(Cl)(Cl)(Cl)Cl (phosphorus pentachloride), ClC1=C(C(=O)O)C=C(C(=C1)F)F (2-chloro-4,5-difluorobenzoic acid), S(=O)(Cl)Cl (thionyl chloride), S(=O)(=O)(Cl)Cl (sulfuryl chloride), S(=O)(Cl)Cl (thionyl chloride). Run in CN(C)C=O (DMF), O1CCOCC1 (dioxane), CS(=O)C (DMSO). The product is ClC1=C(C(=O)Cl)C=C(C(=C1)F)F (2-chloro-4,5-difluorobenzoyl chloride). As a reaction SMILES: S(Cl)(Cl)=O.S(Cl)(Cl)(=O)=O.P(Cl)(Cl)(Cl)(Cl)Cl.P(Cl)(Cl)([Cl:18])=O.[Cl:21][C:22]1[CH:30]=[C:29]([F:31])[C:28]([F:32])=[CH:27][C:23]=1[C:24](O)=[O:25]>O1CCOCC1.CS(C)=O.CN(C=O)C>[Cl:21][C:22]1[CH:30]=[C:29]([F:31])[C:28]([F:32])=[CH:27][C:23]=1[C:24]([Cl:18])=[O:25]. Reported procedure: In the chlorination of the reaction formula (a), thionyl chloride, sulfuryl chloride, phosphorus pentachloride or phosphorus oxychloride may be used as the chlorinating agents. Among them, thionyl chloride is preferred. The chlorination may be conducted by reacting 2-chloro-4,5-difluorobenzoic acid with the chlorinating agent at a reaction temperature of from 50° to 80° C. in an aprotic polar solvent such as DMF, DMSO or dioxane, or without a solvent, followed by isolation by a usual method such...